This data is from the Open Reaction Database (ORD), a public repository of structured organic reaction records. The task is: describe an organic reaction: reactants, conditions, products, and yield The solvent is C(Cl)Cl (CH2Cl2). RXN SMILES: C(O)(C(F)(F)F)=O.[NH:8]1[C:12]2[CH:13]=[CH:14][CH:15]=[CH:16][C:11]=2[N:10]=[C:9]1[C:17]1[C:25]2[C:20](=[CH:21][CH:22]=[C:23]([NH:26][C:27](=[O:35])[C:28]3[CH:33]=[CH:32][CH:31]=[C:30]([F:34])[CH:29]=3)[CH:24]=2)[N:19](C2CCCCO2)[N:18]=1>C(Cl)Cl>[NH:10]1[C:11]2[CH:16]=[CH:15][CH:14]=[CH:13][C:12]=2[N:8]=[C:9]1[C:17]1[C:25]2[C:20](=[CH:21][CH:22]=[C:23]([NH:26][C:27](=[O:35])[C:28]3[CH:33]=[CH:32][CH:31]=[C:30]([F:34])[CH:29]=3)[CH:24]=2)[NH:19][N:18]=1. Conditions: time 24 hour. Starting materials: C(=O)(C(F)(F)F)O (TFA), N1C(=NC2=C1C=CC=C2)C2=NN(C1=CC=C(C=C21)NC(C2=CC(=CC=C2)F)=O)C2OCCCC2 (N-(3-(1H-benzo[d]imidazol-2-yl)-1-(tetrahydro-2H-pyran-2-yl)-1H-indazol-5-yl)-3-fluorobenz amide). Reported procedure: TFA (0.5 mL, 6.490 mmol) was added to a solution of N-(3-(1H-benzo[d]imidazol-2-yl)-1-(tetrahydro-2H-pyran-2-yl)-1H-indazol-5-yl)-3-fluorobenz amide (9 mg, 0.019 mmol) in CH2Cl2 (4 mL). The reaction mixture was stirred at room temperature for 24 h, and then the solvent was removed in vacuo. Purification by flash chromatography (6% CH3OH/CH2Cl2) afforded the title compound as an off-white solid (4 mg). 1H NMR (400 MHz, CD3OD): δ 8.77 (bs, 1H), 7.85 (m, 3H), 7.76 (m, 3H), 7.58 (m, 3H), 7.39-7.35 (... Isolated yield 56.7%. The product is N1C(=NC2=C1C=CC=C2)C2=NNC1=CC=C(C=C21)NC(C2=CC(=CC=C2)F)=O (N-(3-(1H-benzo[d]imidazol-2-yl)-1H-indazol-5-yl)-3-fluorobenzamide).